From a dataset of the Open Reaction Database (ORD), a public repository of structured organic reaction records. describe an organic reaction: reactants, conditions, products, and yield Reactants: [OH-].[Na+] (sodium hydroxide), ClC=1C=C(C=CC1)CN1C(CCC1C(=O)OC)=O ((±)-1-[(3-chlorophenyl)methyl]-5-methoxycarbonyl-2-pyrrolidinone). Run in O (water). Product: ClC=1C=C(C=CC1)CN1C(CCC1=O)C(=O)O ((±)-1-[(3-Chlorophenyl)methyl]-5-oxo-2-pyrrolidinecarboxylic acid). RXN SMILES: [OH-].[Na+].[Cl:3][C:4]1[CH:5]=[C:6]([CH2:10][N:11]2[CH:15]([C:16]([O:18]C)=[O:17])[CH2:14][CH2:13][C:12]2=[O:20])[CH:7]=[CH:8][CH:9]=1>O>[Cl:3][C:4]1[CH:5]=[C:6]([CH2:10][N:11]2[C:12](=[O:20])[CH2:13][CH2:14][CH:15]2[C:16]([OH:18])=[O:17])[CH:7]=[CH:8][CH:9]=1 |f:0.1|. Reported procedure: A solution of 16.00 g of sodium hydroxide pellets in 165 ml of water was treated with 99.01 g of (±)-1-[(3-chlorophenyl)methyl]-5-methoxycarbonyl-2-pyrrolidinone and was heated for two hours with a steam bath. The solution was cooled to room temperature and extracted with diethyl ether (2×300 ml). The aqueous phase was acidified with 45 ml of concentrated hydrochloric acid and extracted with dichloromethane (3×200 ml). Crystals precipitated out of the dichloromethane. The crystals (80.21 g, damp... The reactants are ClC=1SC2=C(N1)C=C(C=C2)C(=O)Cl (2-chloro-5-(chlorocarbonyl)benzothiazole), ferric acetylacetonate, Cl (hydrochloric acid), C[Mg]Cl (methyl magnesium chloride). Solvent: O1CCCC1 (tetrahydrofuran), O (water), O1CCCC1 (tetrahydrofuran). Conditions: time 30 minute. The product is C(C)(=O)C=1C=CC2=C(N=C(S2)Cl)C1 (5-acetyl-2-chlorobenzothiazole). As a reaction SMILES: [Cl:1][C:2]1[S:3][C:4]2[CH:10]=[CH:9][C:8]([C:11](Cl)=[O:12])=[CH:7][C:5]=2[N:6]=1.[CH3:14][Mg]Cl.Cl>O1CCCC1.O>[C:11]([C:8]1[CH:9]=[CH:10][C:4]2[S:3][C:2]([Cl:1])=[N:6][C:5]=2[CH:7]=1)(=[O:12])[CH3:14]. Procedure: A solution of 2-chloro-5-(chlorocarbonyl)benzothiazole (321 mg, 1.38 mmol, prepared according to U.S. Pat. No. 3,654,296) and ferric acetylacetonate (14.7 mg, 0.042 mmol) in anhydrous tetrahydrofuran (13.8 mL) was cooled in an ice-methanol bath (−20° C.), stirred under a nitrogen atmosphere, and treated dropwise over 5 minutes with 1M methyl magnesium chloride in tetrahydrofuran (1.38 mL). The resulting mixture was stirred at −15° C. for 15 minutes then at room temperature for 30 minutes. The mi... Starting materials: FC1=CC=C(C=C1)N1N=CC2=CC(=CC=C12)C(C(CN)(C)C)(C)C (3-(1-(4-fluorophenyl)-1H-indazol-5-yl)-2,2,3-trimethylbutan-1-amine), S1C(=NC=C1)NC(OC1=CC=CC=C1)=O (phenyl thiazol-2-ylcarbamate), C(C)(C)N(CC)C(C)C (diisopropylethylamine), C(C)#N (acetonitrile). Run in CO (methanol), C(=O)(C(F)(F)F)O (TFA). Conditions: temperature 80 celsius. The product is FC1=CC=C(C=C1)N1N=CC2=CC(=CC=C12)C(C(CNC(=O)NC=1SC=CN1)(C)C)(C)C (1-(3-(1-(4-Fluorophenyl)-1H-indazol-5-yl)-2,2,3-trimethylbutyl)-3-(thiazol-2-yl)urea). Yield: 29.0%. As a reaction SMILES: [F:1][C:2]1[CH:7]=[CH:6][C:5]([N:8]2[C:16]3[C:11](=[CH:12][C:13]([C:17]([CH3:24])([CH3:23])[C:18]([CH3:22])([CH3:21])[CH2:19][NH2:20])=[CH:14][CH:15]=3)[CH:10]=[N:9]2)=[CH:4][CH:3]=1.[S:25]1[CH:29]=[CH:28][N:27]=[C:26]1[NH:30][C:31](=O)[O:32]C1C=CC=CC=1.C(N(C(C)C)CC)(C)C.C(#N)C>CO.C(O)(C(F)(F)F)=O>[F:1][C:2]1[CH:3]=[CH:4][C:5]([N:8]2[C:16]3[C:11](=[CH:12][C:13]([C:17]([CH3:24])([CH3:23])[C:18]([CH3:22])([CH3:21])[CH2:19][NH:20][C:31]([NH:30][C:26]4[S:25][CH:29]=[CH:28][N:27]=4)=[O:32])=[CH:14][CH:15]=3)[CH:10]=[N:9]2)=[CH:6][CH:7]=1. Procedure: A mixture of 3-(1-(4-fluorophenyl)-1H-indazol-5-yl)-2,2,3-trimethylbutan-1-amine (10 mg, 0.031 mmol), phenyl thiazol-2-ylcarbamate (15 mg, 0.068 mmol), diisopropylethylamine (0.1 mL), and anhydrous acetonitrile (0.1 mL) was stirred under nitrogen at 80° C. till the reaction completed (ca 30 min) The mixture was dissolved in methanol and TFA. Purification using reverse phase HPLC (YMC S5 20×100 mm, 10 min. run, solvent A: 10% MeOH: 90% H2O: 0.1% TFA, solvent B: 90% MeOH, 10% H2O, 0.1% TFA) gave t... Starting materials: C1CCOC1, CO, [Na+], [OH-], O, COC(=O)C(Cc1ccccc1)Oc1ccc2cc(-c3ccc(-c4ccccc4)n3-c3ccccc3)ccc2c1. Yields the product O=C(O)C(Cc1ccccc1)Oc1ccc2cc(-c3ccc(-c4ccccc4)n3-c3ccccc3)ccc2c1. RXN SMILES: [CH2:46]1[O:47][CH2:48][CH2:49][CH2:50]1.[CH3:43][OH:44].[Na+:42].[OH-:41].[OH2:45].[c:1]1(-[n:7]2[c:8](-[c:18]3[cH:19][c:20]4[cH:21][cH:22][c:23]([O:28][CH:29]([C:30](=[O:31])[O:32][CH3:33])[CH2:34][c:35]5[cH:36][cH:37][cH:38][cH:39][cH:40]5)[cH:24][c:25]4[cH:26][cH:27]3)[cH:9][cH:10][c:11]2-[c:12]2[cH:13][cH:14][cH:15][cH:16][cH:17]2)[cH:2][cH:3][cH:4][cH:5][cH:6]1>>[c:1]1(-[n:7]2[c:8](-[c:18]3[cH:19][c:20]4[cH:21][cH:22][c:23]([O:28][CH:29]([C:30](=[O:31])[OH:32])[CH2:34][c:35]5[cH:36][cH:37][cH:38][cH:39][cH:40]5)[cH:24][c:25]4[cH:26][cH:27]3)[cH:9][cH:10][c:11]2-[c:12]2[cH:13][cH:14][cH:15][cH:16][cH:17]2)[cH:2][cH:3][cH:4][cH:5][cH:6]1. Reactants: CCCCO, CCOC(C)=O, NCC1(c2ccc(Cl)cc2)CC1, CSC(=N)NN=Cc1c(Cl)cccc1Cl, I, O. Yields the product N=C(NCC1(c2ccc(Cl)cc2)CC1)NN=Cc1c(Cl)cccc1Cl. Reaction SMILES: [CH2:29]([OH:30])[CH2:31][CH2:32][CH3:33].[CH3:35][CH2:36][O:37][C:38](=[O:39])[CH3:40].[Cl:17][c:18]1[cH:19][cH:20][c:21]([C:24]2([CH2:27][NH2:28])[CH2:25][CH2:26]2)[cH:22][cH:23]1.[Cl:2][c:3]1[c:4]([CH:5]=[N:6][NH:7][C:8]([S:9][CH3:10])=[NH:11])[c:12]([Cl:16])[cH:13][cH:14][cH:15]1.[IH:1].[OH2:34]>>[Cl:2][c:3]1[c:4]([CH:5]=[N:6][NH:7][C:8](=[NH:11])[NH:28][CH2:27][C:24]2([c:21]3[cH:20][cH:19][c:18]([Cl:17])[cH:23][cH:22]3)[CH2:25][CH2:26]2)[c:12]([Cl:16])[cH:13][cH:14][cH:15]1.